Dataset: the Open Reaction Database (ORD), a public repository of structured organic reaction records. Task: describe an organic reaction: reactants, conditions, products, and yield The reactants are [OH-].[Na+] (sodium hydroxide), C(C=C)#N (acrylonitrile), ClC=1C=C(C=O)C(=CC1)O (3-chloro-6-hydroxybenzaldehyde), C(C=C)#N (acrylonitrile). Run in O (water), C(C)O (ethanol), O (water). Run at time 8 hour. The product is ClC=1C=CC2=C(C(C(CO2)C#N)O)C1 (6-chloro-3,4-dihydro-4-hydroxy-(2H)- 1-benzopyran-3-carbonitrile). Reaction SMILES: [Cl:1][C:2]1[CH:3]=[C:4]([C:7]([OH:10])=[CH:8][CH:9]=1)[CH:5]=[O:6].[C:11](#[N:14])[CH:12]=[CH2:13].[OH-].[Na+]>O.C(O)C>[Cl:1][C:2]1[CH:9]=[CH:8][C:7]2[O:10][CH2:13][CH:12]([C:11]#[N:14])[CH:5]([OH:6])[C:4]=2[CH:3]=1 |f:2.3|. Procedure details: To a stirred, refluxing mixture of 50 g of 3-chloro-6-hydroxybenzaldehyde and 62 ml of acrylonitrile in 50 ml of water was added dropwise over a three-hour period a solution of 12.8 g of sodium hydroxide in 120 ml of water. Then an additional 62 ml of acrylonitrile was added and the stirred mixture was refluxed for 2 hours, then allowed to stand at room temperature overnight. The crystals which formed were filtered off, washed with water and dried to give a solid, which was dissolved in ethanol.... The reactants are NH4OAc, ClC1=CC=C2C=CC(=NC2=C1)C=CC=1C=C(C=O)C=CC1 (3-(2-(7-chloroquinolin-2-yl)ethenyl)benzaldehyde), C(CO)O (ethylene glycol), C1(=CC=C(C=C1)S(=O)(=O)O)C (p-toluenesulfonic acid). The solvent is C1(=CC=CC=C1)C (toluene). Yields the product ClC1=CC=C2C=CC(=NC2=C1)C=CC=1C=C(C=CC1)C1OCCO1 (2-(3-(2-(7-chloroquinolin-2yl)ethenyl)phenyl)-1,3-dioxolane). As a reaction SMILES: [Cl:1][C:2]1[CH:11]=[C:10]2[C:5]([CH:6]=[CH:7][C:8]([CH:12]=[CH:13][C:14]3[CH:15]=[C:16]([CH:19]=[CH:20][CH:21]=3)[CH:17]=[O:18])=[N:9]2)=[CH:4][CH:3]=1.[CH2:22](O)[CH2:23][OH:24].C1(C)C=CC(S(O)(=O)=O)=CC=1>C1(C)C=CC=CC=1>[Cl:1][C:2]1[CH:11]=[C:10]2[C:5]([CH:6]=[CH:7][C:8]([CH:12]=[CH:13][C:14]3[CH:15]=[C:16]([CH:17]4[O:24][CH2:23][CH2:22][O:18]4)[CH:19]=[CH:20][CH:21]=3)=[N:9]2)=[CH:4][CH:3]=1. Procedure: A mixture of 3-(2-(7-chloroquinolin-2-yl)ethenyl)benzaldehyde (step 1) (938 mg, 3.19 mmoles), ethylene glycol (200 μL, 1.15 equiv.), p-toluenesulfonic acid (296 mg, 0.5 equiv.) and toluene (1.5 mL) was heated at reflux overnight. 25% aqueous NH4OAc was then added and the mixture extracted with EtOAc. Flash chromatography of the residue on silica with EtOAc:hexane 20:80 afforded the title compound. Reactants: FC=1C=C2CCCN(C2=CC1)C=1C(=NC2=CC=C(C=C2N1)C(=O)OC)C1=CC=C(C=C1)F (methyl 3-(6-fluoro-1,2,3,4-tetrahydroquinolin-1-yl)-2-(4-fluorophenyl)quinoxaline-6-carboxylate), [OH-].[Na+] (sodium hydroxide). Run in CO (methanol), O (water). Run at time 8 hour. Yields the product FC=1C=C2CCCN(C2=CC1)C=1C(=NC2=CC=C(C=C2N1)C(=O)O)C1=CC=C(C=C1)F (3-(6-fluoro-1,2,3,4-tetrahydroquinolin-1-yl)-2-(4-fluorophenyl)quinoxaline-6-carboxylic acid). The yield is 83.9%. As a reaction SMILES: [F:1][C:2]1[CH:3]=[C:4]2[C:9](=[CH:10][CH:11]=1)[N:8]([C:12]1[C:13]([C:26]3[CH:31]=[CH:30][C:29]([F:32])=[CH:28][CH:27]=3)=[N:14][C:15]3[C:20]([N:21]=1)=[CH:19][C:18]([C:22]([O:24]C)=[O:23])=[CH:17][CH:16]=3)[CH2:7][CH2:6][CH2:5]2.[OH-].[Na+]>CO.O>[F:1][C:2]1[CH:3]=[C:4]2[C:9](=[CH:10][CH:11]=1)[N:8]([C:12]1[C:13]([C:26]3[CH:27]=[CH:28][C:29]([F:32])=[CH:30][CH:31]=3)=[N:14][C:15]3[C:20]([N:21]=1)=[CH:19][C:18]([C:22]([OH:24])=[O:23])=[CH:17][CH:16]=3)[CH2:7][CH2:6][CH2:5]2 |f:1.2|. Procedure: To a solution of methyl 3-(6-fluoro-1,2,3,4-tetrahydroquinolin-1-yl)-2-(4-fluorophenyl)quinoxaline-6-carboxylate (88 mg, 0.18 mmol) in methanol (25 mL) and water (1 mL) was added sodium hydroxide (24.5 mg, 0.61 mmol) with stifling overnight at room temperature. The reaction mixture was concentrated under vacuum, dissolved in water (10 mL), adjusted to pH 4 with hydrochloric acid (3 N) to give the precipitation, which was collected by filtration to afford 3-(6-fluoro-1,2,3,4-tetrahydroquinolin-1-... RXN SMILES: [CH3:25][N:26]([c:27]1[cH:28][cH:29][n:30][cH:31][cH:32]1)[CH3:33].[NH:1]1[CH2:2][CH2:3][CH:4]([C:5](=[O:6])[O:7][CH3:8])[CH2:9][CH2:10]1.[c:11]1([S:21](=[O:22])(=[O:23])[Cl:24])[cH:12][cH:13][cH:14][c:15]2[cH:16][cH:17][cH:18][cH:19][c:20]12.[cH:34]1[cH:35][cH:36][n:37][cH:38][cH:39]1>>[N:1]1([S:21]([c:11]2[cH:12][cH:13][cH:14][c:15]3[cH:16][cH:17][cH:18][cH:19][c:20]23)(=[O:22])=[O:23])[CH2:2][CH2:3][CH:4]([C:5](=[O:6])[O:7][CH3:8])[CH2:9][CH2:10]1. Product: COC(=O)C1CCN(S(=O)(=O)c2cccc3ccccc23)CC1. Reactants: CN(C)c1ccncc1, COC(=O)C1CCNCC1, O=S(=O)(Cl)c1cccc2ccccc12, c1ccncc1.